This data is from the Open Reaction Database (ORD), a public repository of structured organic reaction records. The task is: describe an organic reaction: reactants, conditions, products, and yield Reactants: ClC=1C=CC2=C(C=CN2[Si](C(C)C)(C(C)C)C(C)C)C1. Reagents/catalysts: O1BOC=2C=CC=CC12, OC(C)(C)C(O)(C)C, N(CC)(CC)CC, FC=1C(F)=C(F)C(B(C=2C(F)=C(F)C(F)=C(F)C2F)C=3C(F)=C(F)C(F)=C(F)C3F)=C(F)C1F. Run in ClC=1C=CC=CC1. Run at temperature 120 celsius, time 72 hour. Product: ClC=1C=CC2=C(C1)C(=CN2[Si](C(C)C)(C(C)C)C(C)C)B3OC(C)(C)C(O3)(C)C. The yield is 59.0%. Reported procedure: Prepared from 5-chloro-N-(triisopropylsilyl)-1H-indole (4e, 30.7 mg, 0.100 mmol, 1.00 equiv) and catBH (48.0 mg, 0.400 mmol, 4.00 equiv) in chlorobenzene according to GP 2. The title compound was purified by flash column chromatography using cyclohexane/EtOAc/Et3N (30/1/1) as eluent to afford 6e[S4] (25.5 mg, 59%) as a white foam.